From a dataset of the Open Reaction Database (ORD), a public repository of structured organic reaction records. describe an organic reaction: reactants, conditions, products, and yield Reactants: ClCCl, O=[N+]([O-])c1cc(Cl)c(Cl)c([N+](=O)[O-])c1, NOc1cccc(O)c1N, N, [Na+], [O-]O, [OH-], CC(C)c1ccccc1. RXN SMILES: [CH2:39]([Cl:40])[Cl:41].[Cl:25][c:26]1[c:27]([Cl:38])[c:28]([N+:35](=[O:36])[O-:37])[cH:29][c:30]([N+:32](=[O:33])[O-:34])[cH:31]1.[NH2:1][c:2]1[c:3]([OH:5])[cH:6][cH:7][cH:8][c:9]1[O:4][NH2:10].[NH3:13].[Na+:12].[O-:14][OH:15].[OH-:11].[c:16]1([CH:17]([CH3:18])[CH3:19])[cH:20][cH:21][cH:22][cH:23][cH:24]1>>[OH:4][c:31]1[c:26]([Cl:25])[c:27]([Cl:38])[c:28]([N+:35](=[O:36])[O-:37])[cH:29][c:30]1[N+:32](=[O:33])[O-:34]. Product: O=[N+]([O-])c1cc([N+](=O)[O-])c(Cl)c(Cl)c1O. Starting materials: COC(CCNC(C1=CC=C(C=C1)C(CCCCCC)OC1=CC(=C(C(=C1)C)C1=CC=C(C=C1)OC(F)(F)F)C)=O)=O (3-{4-[1-(2,6-Dimethyl-4′-trifluoromethoxy-biphenyl-4-yloxy)-heptyl]-benzoylamino}-propionic acid methyl ester), [OH-].[Na+] (sodium hydroxide). The solvent is CO (methanol). Conditions: time 5 hour. The product is CC1=C(C(=CC(=C1)OC(CCCCCC)C1=CC=C(C(=O)NCCC(=O)O)C=C1)C)C1=CC=C(C=C1)OC(F)(F)F (3-{4-[1-(2,6-Dimethyl-4′-trifluoromethoxy-biphenyl-4-yloxy)-heptyl]-benzoylamino}-propionic acid). Yield: 111.2%. As a reaction SMILES: C[O:2][C:3](=[O:42])[CH2:4][CH2:5][NH:6][C:7](=[O:41])[C:8]1[CH:13]=[CH:12][C:11]([CH:14]([O:21][C:22]2[CH:27]=[C:26]([CH3:28])[C:25]([C:29]3[CH:34]=[CH:33][C:32]([O:35][C:36]([F:39])([F:38])[F:37])=[CH:31][CH:30]=3)=[C:24]([CH3:40])[CH:23]=2)[CH2:15][CH2:16][CH2:17][CH2:18][CH2:19][CH3:20])=[CH:10][CH:9]=1.[OH-].[Na+]>CO>[CH3:40][C:24]1[CH:23]=[C:22]([O:21][CH:14]([C:11]2[CH:10]=[CH:9][C:8]([C:7]([NH:6][CH2:5][CH2:4][C:3]([OH:42])=[O:2])=[O:41])=[CH:13][CH:12]=2)[CH2:15][CH2:16][CH2:17][CH2:18][CH2:19][CH3:20])[CH:27]=[C:26]([CH3:28])[C:25]=1[C:29]1[CH:30]=[CH:31][C:32]([O:35][C:36]([F:37])([F:39])[F:38])=[CH:33][CH:34]=1 |f:1.2|. Reported procedure: To a mixture of 3-{4-[1-(2,6-Dimethyl-4′-trifluoromethoxy-biphenyl-4-yloxy)-heptyl]-benzoylamino}-propionic acid methyl ester (105 mg) in methanol (2 mL) is added sodium hydroxide (5 N aqueous, 0.5 mL) and stirred for 5 h. The reaction mixture is concentrated and acidified by 5 N HCl (0.5 mL), extracted with ethyl acetate. Combined organic layers are washed with water and brine, dried over sodium sulfate. Concentration gives the title compound (114 mg). MS (ES): 572.3 [M+H]+. Product: CC1(C)CC(NC(=O)N(CCCl)N=O)CC(C)(C)N1. Reaction SMILES: [Cl:1][CH2:2][CH2:3][NH:4][C:5]([NH:6][CH:7]1[CH2:8][C:9]([CH3:15])([CH3:16])[NH:10][C:11]([CH3:13])([CH3:14])[CH2:12]1)=[O:17].[ClH:18].[ClH:24].[N:19](=[O:20])[O-:21].[Na+:22].[OH2:23]>>[Cl:1][CH2:2][CH2:3][N:4]([C:5]([NH:6][CH:7]1[CH2:8][C:9]([CH3:15])([CH3:16])[NH:10][C:11]([CH3:13])([CH3:14])[CH2:12]1)=[O:17])[N:19]=[O:20]. Starting materials: CC1(C)CC(NC(=O)NCCCl)CC(C)(C)N1, Cl, Cl, O=N[O-], [Na+], O. Reactants: C=1C=CC2=C(C1)N=NN2O (HOBT), CCN=C=NCCCN(C)C.Cl (EDC.HCl), C(C)(C)(C)OC(=O)N1[C@H](CNCC1)CCCC (1-tert-butoxycarbonyl-2(S)-n-butyl-piperazine), N1=CC=CC2=CC=CC(=C12)C(=O)O (8-quinoline carboxylic acid). Run in C(C)N(CC)CC (triethylamine), CN(C)C=O (DMF). Product: C(C)(C)(C)OC(=O)N1[C@H](CN(CC1)C(=O)C=1C=CC=C2C=CC=NC12)CCCC (1-tert-butoxycarbonyl-2(S)-n-butyl-4-(8-quinolinylcarbonyl)piperazine), oil. As a reaction SMILES: [C:1]([O:5][C:6]([N:8]1[CH2:13][CH2:12][NH:11][CH2:10][C@@H:9]1[CH2:14][CH2:15][CH2:16][CH3:17])=[O:7])([CH3:4])([CH3:3])[CH3:2].[N:18]1[C:27]2[C:22](=[CH:23][CH:24]=[CH:25][C:26]=2[C:28](O)=[O:29])[CH:21]=[CH:20][CH:19]=1.CCN=C=NCCCN(C)C.Cl.C1C=CC2N(O)N=NC=2C=1>CN(C=O)C.C(N(CC)CC)C>[C:1]([O:5][C:6]([N:8]1[CH2:13][CH2:12][N:11]([C:28]([C:26]2[CH:25]=[CH:24][CH:23]=[C:22]3[C:27]=2[N:18]=[CH:19][CH:20]=[CH:21]3)=[O:29])[CH2:10][C@@H:9]1[CH2:14][CH2:15][CH2:16][CH3:17])=[O:7])([CH3:4])([CH3:3])[CH3:2] |f:2.3|. Procedure: The title compound was prepared according to the procedure described in Example 1, Step A, except using 1-tert-butoxycarbonyl-2(S)-n-butyl-piperazine (0.261 g, 1.078 mmol), 8-quinoline carboxylic acid (0.187 g, 1.078 mmol), EDC.HCl (0.217 g, 1.13 mmol), HOBT (0.157g, 1.02 mmol) in DMF at pH 7 (adjusted with triethylamine). The crude product was chromatographed on silica gel with 5% methanol in chloroform. The title compound was obtained as an oil (0.253 g). Starting materials: [Al+3], COC(OC)OC, Cl, [H-], [H-], [H-], [H-], [Li+], [Na+], Cc1ccccc1-c1cc(N2CCOCC2)ncc1N, C1CCOC1, [OH-], O=C(O)C(F)(F)F. Product: CNc1cnc(N2CCOCC2)cc1-c1ccccc1C. RXN SMILES: [Al+3:22].[CH:30]([O:31][CH3:32])([O:33][CH3:34])[O:35][CH3:36].[ClH:27].[H-:21].[H-:24].[H-:25].[H-:26].[Li+:23].[Na+:29].[O:1]1[CH2:2][CH2:3][N:4]([c:7]2[cH:8][c:9](-[c:14]3[c:15]([CH3:20])[cH:16][cH:17][cH:18][cH:19]3)[c:10]([NH2:13])[cH:11][n:12]2)[CH2:5][CH2:6]1.[O:44]1[CH2:45][CH2:46][CH2:47][CH2:48]1.[OH-:28].[OH:37][C:38]([C:39]([F:40])([F:41])[F:42])=[O:43]>>[O:1]1[CH2:2][CH2:3][N:4]([c:7]2[cH:8][c:9](-[c:14]3[c:15]([CH3:20])[cH:16][cH:17][cH:18][cH:19]3)[c:10]([NH:13][CH3:30])[cH:11][n:12]2)[CH2:5][CH2:6]1. The reactants are CC(=O)O, N#CO[K], Nc1ccccc1O, O. The product is NC(=O)Nc1ccccc1O. RXN SMILES: [CH3:14][C:15](=[O:16])[OH:17].[K:1][O:2][C:3]#[N:4].[NH2:5][c:6]1[cH:7][cH:8][cH:9][cH:10][c:11]1[OH:12].[OH2:13]>>[O:2]=[C:3]([NH2:4])[NH:5][c:6]1[cH:7][cH:8][cH:9][cH:10][c:11]1[OH:12].